The task is: describe an organic reaction: reactants, conditions, products, and yield. This data is from the Open Reaction Database (ORD), a public repository of structured organic reaction records. Reactants: C(C)O[Si](CCCN)(OCC)OCC (γ-triethoxysilylpropylamine), N1=CC=CC=C1 (pyridine), C(=O)(Cl)Cl (carbonyl chloride). The solvent is C(C)OCC (ethyl ether), C(C)OCC (ethyl ether). Yields the product C(C)O[Si](CCCN=C=O)(OCC)OCC (γ-triethoxysilylpropyl isocyanate). The yield is 70.1%. As a reaction SMILES: [C:1](Cl)(Cl)=[O:2].[CH2:5]([O:7][Si:8]([O:16][CH2:17][CH3:18])([O:13][CH2:14][CH3:15])[CH2:9][CH2:10][CH2:11][NH2:12])[CH3:6].N1C=CC=CC=1>C(OCC)C>[CH2:14]([O:13][Si:8]([O:16][CH2:17][CH3:18])([O:7][CH2:5][CH3:6])[CH2:9][CH2:10][CH2:11][N:12]=[C:1]=[O:2])[CH3:15]. Procedure: In 150 ml of ethyl ether was dissolved 9.9 g of carbonyl chloride, and a solution of 22.1 g of γ-triethoxysilylpropylamine and 18.2 g of pyridine in 50 ml of ethyl ether was dropped into the above solution at -5° C. to -10° C. over a period of 3 hours to effect reaction. After the reaction, the crystal of pyridine hydrochloride was removed by filtration and the filtrate was distilled to recover ethyl ether, whereby 17.3 g of γ-triethoxysilylpropyl isocyanate was obtained as a fraction having a b... The reactants are CC(C)(C)OC(=O)N1CCC(=Cc2ccc(Cl)cc2)CC1, CCO, [H][H]. The product is CC(C)(C)OC(=O)N1CCC(Cc2ccc(Cl)cc2)CC1. RXN SMILES: [C:1]([CH3:2])([CH3:3])([CH3:4])[O:5][C:6](=[O:7])[N:8]1[CH2:9][CH2:10][C:11](=[CH:14][c:15]2[cH:16][cH:17][c:18]([Cl:21])[cH:19][cH:20]2)[CH2:12][CH2:13]1.[CH3:24][CH2:25][OH:26].[H:22][H:23]>>[C:1]([CH3:2])([CH3:3])([CH3:4])[O:5][C:6](=[O:7])[N:8]1[CH2:9][CH2:10][CH:11]([CH2:14][c:15]2[cH:16][cH:17][c:18]([Cl:21])[cH:19][cH:20]2)[CH2:12][CH2:13]1. Starting materials: [O-]C#N.[K+] (potassium cyanate), N[C@@H]1CC[C@H](CC1)N1C(N(C2=C1C=CC(=C2)C#N)CC2=CC(=C(C=C2)OC)Cl)=O (1-(trans-4-aminocyclohexyl)-3-(3-chloro-4-methoxybenzyl)-5-cyano-2,3-dihydro-1H-benzimidazol-2-one), Cl (hydrochloric acid). The solvent is O (water), O1CCOCC1 (1,4-dioxane). Run at time 20 hour. Product: N(C(=O)N)[C@@H]1CC[C@H](CC1)N1C(N(C2=C1C=CC(=C2)C#N)CC2=CC(=C(C=C2)OC)Cl)=O (1-(trans-4-ureidocyclohexyl)-3-(3-chloro-4-methoxybenzyl)-5-cyano-2,3-dihydro-1H-benzimidazol-2-one). The yield is 64.3%. Reaction SMILES: [O-:1][C:2]#[N:3].[K+].[NH2:5][C@H:6]1[CH2:11][CH2:10][C@H:9]([N:12]2[C:16]3[CH:17]=[CH:18][C:19]([C:21]#[N:22])=[CH:20][C:15]=3[N:14]([CH2:23][C:24]3[CH:29]=[CH:28][C:27]([O:30][CH3:31])=[C:26]([Cl:32])[CH:25]=3)[C:13]2=[O:33])[CH2:8][CH2:7]1.Cl>O.O1CCOCC1>[NH:5]([C@H:6]1[CH2:11][CH2:10][C@H:9]([N:12]2[C:16]3[CH:17]=[CH:18][C:19]([C:21]#[N:22])=[CH:20][C:15]=3[N:14]([CH2:23][C:24]3[CH:29]=[CH:28][C:27]([O:30][CH3:31])=[C:26]([Cl:32])[CH:25]=3)[C:13]2=[O:33])[CH2:8][CH2:7]1)[C:2]([NH2:3])=[O:1] |f:0.1|. Procedure: A solution of potassium cyanate (40 mg) in water (1 mL) was added to a mixture of 1-(trans-4-aminocyclohexyl)-3-(3-chloro-4-methoxybenzyl)-5-cyano-2,3-dihydro-1H-benzimidazol-2-one (100 mg) and 1N-hydrochloric acid (0.25 mL) in 1,4-dioxane (1.4 mL). The reaction mixture was stirred at ambient temperature for 20 hours. The mixture was partitioned between ethyl acetate and water. The separated organic layer was washed with brine, dried over magnesium sulfate, and concentrated in vacuo. The resulti... The reactants are O1C(CCCC1)ONC(=O)[C@@H](C\C=C\C1=CC=CC=C1)[C@H](C(=O)NN(C(CNC(=O)N)=O)CC(C)C)CC(C)C ((E)-2(R)-[1(S)-[(tetrahydro-2(RS)-pyranyloxy)carbamoyl]-4-phenyl-3-butenyl]-2′-isobutyl-4-methyl-2′-(2-ureidoacetyl)valerohydrazide). The solvent is Cl (hydrogen chloride), O1CCOCC1 (dioxan), C(C)OCC (diethyl ether). Run at time 2 hour. Yields the product ONC(=O)[C@@H](C\C=C\C1=CC=CC=C1)[C@H](C(=O)NN(C(CNC(=O)N)=O)CC(C)C)CC(C)C ((E)-2(R)-[1(S)-(hydroxycarbamoyl)-4-phenyl-3-butenyl]-2′-isobutyl-4-methyl-2′-(2-ureidoacetyl)valerohydrazide). The yield is 83.1%. Reaction SMILES: O1CCCCC1[O:7][NH:8][C:9]([C@H:11]([C@@H:21]([CH2:37][CH:38]([CH3:40])[CH3:39])[C:22]([NH:24][N:25]([CH2:33][CH:34]([CH3:36])[CH3:35])[C:26](=[O:32])[CH2:27][NH:28][C:29]([NH2:31])=[O:30])=[O:23])[CH2:12]/[CH:13]=[CH:14]/[C:15]1[CH:20]=[CH:19][CH:18]=[CH:17][CH:16]=1)=[O:10]>Cl.O1CCOCC1.C(OCC)C>[OH:7][NH:8][C:9]([C@H:11]([C@@H:21]([CH2:37][CH:38]([CH3:40])[CH3:39])[C:22]([NH:24][N:25]([CH2:33][CH:34]([CH3:35])[CH3:36])[C:26](=[O:32])[CH2:27][NH:28][C:29]([NH2:31])=[O:30])=[O:23])[CH2:12]/[CH:13]=[CH:14]/[C:15]1[CH:20]=[CH:19][CH:18]=[CH:17][CH:16]=1)=[O:10]. Procedure: A solution of 0.51 g of (E)-2(R)-[1(S)-[(tetrahydro-2(RS)-pyranyloxy)carbamoyl]-4-phenyl-3-butenyl]-2′-isobutyl-4-methyl-2′-(2-ureidoacetyl)valerohydrazide dissolved in 5 ml of 4M hydrogen chloride in dioxan was stirred for 2 hours at room temperature and diluted with diethyl ether. The solid was filtered off, washed with diethyl ether and dried to give 0.36 g of (E)-2(R)-[1(S)-(hydroxycarbamoyl)-4-phenyl-3-butenyl]-2′-isobutyl-4-methyl-2′-(2-ureidoacetyl)valerohydrazide in the form of a white s... Reactants: C1(=CC=CC=C1)C(CN)(C)C1=CC=CC=C1 (2,2-diphenylpropan-1-amine), O=C1N(CCCC1(C1=CC=CC=C1)C1=CC=CC=C1)CC(=O)O (2-(2-oxo-3,3-diphenylpiperidin-1-yl)acetic acid), Cl.C(C)N=C=NCCCN(C)C (N1-((ethylimino)methylene)-N3,N3-dimethylpropane-1,3-diamine hydrochloride). Procedure: To a solution of 2,2-diphenylpropan-1-amine (0.10 g, 0.5 mmol) in dichloromethane (10 mL) under nitrogen was added 2-(2-oxo-3,3-diphenylpiperidin-1-yl)acetic acid (Example 68E, 0.16 g, 0.50 mmol) followed by N1-((ethylimino)methylene)-N3,N3-dimethylpropane-1,3-diamine hydrochloride (0.19 g, 1.00 mmol) and N,N-dimethylpyridin-4-amine (6 mg, 0.05 mmol). The reaction mixture was stirred overnight at room temperature. The reaction was concentrated and the residue was partitioned in ethyl acetate/wat... RXN SMILES: [C:1]1([C:7]([C:11]2[CH:16]=[CH:15][CH:14]=[CH:13][CH:12]=2)([CH3:10])[CH2:8][NH2:9])[CH:6]=[CH:5][CH:4]=[CH:3][CH:2]=1.[O:17]=[C:18]1[C:23]([C:30]2[CH:35]=[CH:34][CH:33]=[CH:32][CH:31]=2)([C:24]2[CH:29]=[CH:28][CH:27]=[CH:26][CH:25]=2)[CH2:22][CH2:21][CH2:20][N:19]1[CH2:36][C:37](O)=[O:38].Cl.C(N=C=NCCCN(C)C)C>ClCCl.CN(C)C1C=CN=CC=1>[C:11]1([C:7]([C:1]2[CH:2]=[CH:3][CH:4]=[CH:5][CH:6]=2)([CH3:10])[CH2:8][NH:9][C:37](=[O:38])[CH2:36][N:19]2[CH2:20][CH2:21][CH2:22][C:23]([C:30]3[CH:35]=[CH:34][CH:33]=[CH:32][CH:31]=3)([C:24]3[CH:29]=[CH:28][CH:27]=[CH:26][CH:25]=3)[C:18]2=[O:17])[CH:12]=[CH:13][CH:14]=[CH:15][CH:16]=1 |f:2.3|. Reagents/catalysts: CN(C1=CC=NC=C1)C (N,N-dimethylpyridin-4-amine). Run at time 8 hour. The product is C1(=CC=CC=C1)C(CNC(CN1C(C(CCC1)(C1=CC=CC=C1)C1=CC=CC=C1)=O)=O)(C)C1=CC=CC=C1 (N-(2,2-diphenylpropyl)-2-(2-oxo-3,3-diphenylpiperidin-1-yl)acetamide). The solvent is ClCCl (dichloromethane). Reactants: BrCC(=O)C1=CC(=C(C(=C1)[N+](=O)[O-])O)O (2-bromo-3',4'-dihydroxy-5'-nitroacetophenone), C(C1=CN=CC=C1)(=S)N (thionicotinamide). The solvent is alcohol. Yields the product [N+](=O)([O-])C1=C(C(O)=CC(=C1)C=1N=C(SC1)C=1C=NC=CC1)O (3-nitro-5-[2-(3-pyridyl)-4-thiazolyl]pyrocatechol). RXN SMILES: Br[CH2:2][C:3]([C:5]1[CH:10]=[C:9]([N+:11]([O-:13])=[O:12])[C:8]([OH:14])=[C:7]([OH:15])[CH:6]=1)=O.[C:16]([NH2:24])(=[S:23])[C:17]1[CH:22]=[CH:21][CH:20]=[N:19][CH:18]=1>>[N+:11]([C:9]1[CH:10]=[C:5]([C:3]2[N:24]=[C:16]([C:17]3[CH:18]=[N:19][CH:20]=[CH:21][CH:22]=3)[S:23][CH:2]=2)[CH:6]=[C:7]([OH:15])[C:8]=1[OH:14])([O-:13])=[O:12]. Procedure details: A suspension of 2.91 g of 2-bromo-3',4'-dihydroxy-5'-nitroacetophenone is treated with 1.31 g of thionicotinamide in 50 ml of alcohol and heated to boiling under reflux for 2 hours. After cooling to room temperature the crystals are filtered under suction and recrystallized from N,N-dimethylformamide/alcohol. There is obtained 3-nitro-5-[2-(3-pyridyl)-4-thiazolyl]pyrocatechol of m.p. 279°-281°.